Task: describe an organic reaction: reactants, conditions, products, and yield. Dataset: the Open Reaction Database (ORD), a public repository of structured organic reaction records Starting materials: C1(=CC=CC=C1)S (thiophenol), CCOCC (ether), BrCCBr (1,2-dibromoethane). Run in [Na] (sodium), C(C)O (ethanol). Product: C1(=CC=CC=C1)SCCBr (2-Phenylthioethyl bromide). RXN SMILES: [C:1]1([SH:7])[CH:6]=[CH:5][CH:4]=[CH:3][CH:2]=1.[Br:8][CH2:9][CH2:10]Br.CCOCC>[Na].C(O)C>[C:1]1([S:7][CH2:10][CH2:9][Br:8])[CH:6]=[CH:5][CH:4]=[CH:3][CH:2]=1 |^1:16|. Procedure: 33 g of thiophenol were dissolved in a solution of 6.9 g of sodium in 120 ml of ethanol and the solution was added dropwise to 129 ml of 1,2-dibromoethane. The mixture was heated under reflux for 1 hour and cooled and 250 ml of ether were added. The salt which had precipitated out was filtered off. The filtrate was concentrated and the evaporation residue was fractionated. 55.4 g of a colourless oil with a boiling point of 125° to 130° C. under 12 mm Hg were obtained. The reactants are C(C(C)(C)C)(=O)Cl (pivaloyl chloride), O=C(C(C#N)C1=CC=C(C=C1)C(C)(C)C)C1=C(C(=NN1C)C)C (3-oxo-2-(4-tert-butylphenyl)-3-(1,3,4-trimethylpyrazol-5-yl) propionitrile). Solvent: C=1(C(=CC=CC1)C)C (xylene), C=1(C(=CC=CC1)C)C (xylene). Run at temperature 70 celsius. Product: CC(C(=O)O/C(=C(/C#N)\C1=CC=C(C=C1)C(C)(C)C)/C1=C(C(=NN1C)C)C)(C)C ((2E)-3-(2,2-dimethylpropanoyloxy)-2-(4-tert-butylphenyl)-3-(1,3,4-trimethylpyrazol-5-yl) acrylonitrile). The yield is 95.9%. Reaction SMILES: [O:1]=[C:2]([C:16]1[N:20]([CH3:21])[N:19]=[C:18]([CH3:22])[C:17]=1[CH3:23])[CH:3]([C:6]1[CH:11]=[CH:10][C:9]([C:12]([CH3:15])([CH3:14])[CH3:13])=[CH:8][CH:7]=1)[C:4]#[N:5].[C:24](Cl)(=[O:29])[C:25]([CH3:28])([CH3:27])[CH3:26]>C1(C)C(C)=CC=CC=1>[CH3:26][C:25]([CH3:28])([CH3:27])[C:24]([O:1]/[C:2](/[C:16]1[N:20]([CH3:21])[N:19]=[C:18]([CH3:22])[C:17]=1[CH3:23])=[C:3](\[C:6]1[CH:7]=[CH:8][C:9]([C:12]([CH3:15])([CH3:14])[CH3:13])=[CH:10][CH:11]=1)/[C:4]#[N:5])=[O:29]. Procedure: In a 10 L-reaction flask, 456 g (1.47 mol) of 3-oxo-2-(4-tert-butylphenyl)-3-(1,3,4-trimethylpyrazol-5-yl) propionitrile and 2738 g of xylene were added, the temperature was raised to 70° C., and 534 g (4.43 mol) of pivaloyl chloride was added dropwise under reflux over 10 hours while removing hydrogen chloride under a reduced pressure at 68 to 71° C./10 to 13 kPa. After reacting as such for 3 hours, 2181 g of a mixture of pivaloyl chloride and xylene was distilled off at 70° C. under a reduced ... The reactants are solution, [H-].[Al+3].[Li+].[H-].[H-].[H-] (lithium aluminum hydride), [Si](C)(C)(C(C)(C)C)OC1=C(C=C(C(=O)OC)C=C1Cl)Cl (methyl 4-tert-butyldimethylsilyloxy-3,5-dichlorobenzoate). Solvent: C1CCOC1 (THF), C1CCOC1 (THF). Product: [Si](C)(C)(C(C)(C)C)OC1=C(C=C(CO)C=C1Cl)Cl (4-tert-butyldimethylsilyloxy-3,5-dichlorobenzyl alcohol). The yield is 25.9%. Reaction SMILES: [Si:1]([O:8][C:9]1[C:18]([Cl:19])=[CH:17][C:12]([C:13](OC)=[O:14])=[CH:11][C:10]=1[Cl:20])([C:4]([CH3:7])([CH3:6])[CH3:5])([CH3:3])[CH3:2].[H-].[Al+3].[Li+].[H-].[H-].[H-]>C1COCC1>[Si:1]([O:8][C:9]1[C:10]([Cl:20])=[CH:11][C:12]([CH2:13][OH:14])=[CH:17][C:18]=1[Cl:19])([C:4]([CH3:7])([CH3:6])[CH3:5])([CH3:3])[CH3:2] |f:1.2.3.4.5.6|. Reported procedure: To a stirred and cooled (0° C.) solution of 7.70 g (23.0 mmol) of the product of Step A dissolved in 50 mL of anhydrous THF was added 23.0 mL (23.0 mmol) of a 1M solution of lithium aluminum hydride in THF. After the addition was complete the reaction mixture was allowed to warm to room temperature and stirred 3.5 hours. The stirred reaction was then quenched by dropwise addition of 0.88 mL water, then 0.88 mL of 15% NaOH, and finally 2.62 mL water. The reaction mixture was then filtered and con... Reported procedure: A solution consisting of 17.0 g. )0.05 mole) chloroglyoxyloyl chloride (2,4,6-trichlorophenyl)hydrazone and 200 ml. ethanol was heated at the reflux temperature for 30 min. This reaction solution was then concentrated to a volume of about 50 ml. and cooled. The solids that separated were recovered on a filter, and the solids on the filter were recrystallized two times from technical hexane to give ethyl chloroglyoxylate 2-(2,4,6-trichlorophenyl)-hydrazone having a melting range at 65° to 73° C. Product: ClC1=C(C(=CC(=C1)Cl)Cl)NN=C(C(=O)OCC)Cl (ethyl chloroglyoxylate 2-(2,4,6-trichlorophenyl)-hydrazone). The reactants are ClC1=C(C(=CC(=C1)Cl)Cl)NN=C(C(=O)Cl)Cl (chloroglyoxyloyl chloride (2,4,6-trichlorophenyl)hydrazone), C(C)O (ethanol). Reaction SMILES: [Cl:1][C:2]1[CH:7]=[C:6]([Cl:8])[CH:5]=[C:4]([Cl:9])[C:3]=1[NH:10][N:11]=[C:12]([Cl:16])[C:13](Cl)=[O:14].[CH2:17]([OH:19])[CH3:18]>>[Cl:1][C:2]1[CH:7]=[C:6]([Cl:8])[CH:5]=[C:4]([Cl:9])[C:3]=1[NH:10][N:11]=[C:12]([Cl:16])[C:13]([O:19][CH2:17][CH3:18])=[O:14]. Starting materials: BrC1=CC(=C(C=C1)C(=O)N1[C@@H](CCC1)CN1CCCC1)F ((4-bromo-2-fluoro-phenyl)-(2-(S)-pyrrolidin-1-ylmethyl-pyrrolidin-1-yl)-methanone), C(#N)C=1C=C(C=CC1)B(O)O (3-Cyanobenzene boronic acid). Yields the product FC=1C=C(C=CC1C(=O)N1[C@@H](CCC1)CN1CCCC1)C1=CC(=CC=C1)C#N (3′-Fluoro-4′-(2-(S)-pyrrolidin-1-ylmethyl-pyrrolidine-1-carbonyl)-biphenyl-3-carbonitrile). As a reaction SMILES: Br[C:2]1[CH:7]=[CH:6][C:5]([C:8]([N:10]2[CH2:14][CH2:13][CH2:12][C@H:11]2[CH2:15][N:16]2[CH2:20][CH2:19][CH2:18][CH2:17]2)=[O:9])=[C:4]([F:21])[CH:3]=1.[C:22]([C:24]1[CH:25]=[C:26](B(O)O)[CH:27]=[CH:28][CH:29]=1)#[N:23]>>[F:21][C:4]1[CH:3]=[C:2]([C:28]2[CH:27]=[CH:26][CH:25]=[C:24]([C:22]#[N:23])[CH:29]=2)[CH:7]=[CH:6][C:5]=1[C:8]([N:10]1[CH2:14][CH2:13][CH2:12][C@H:11]1[CH2:15][N:16]1[CH2:20][CH2:19][CH2:18][CH2:17]1)=[O:9]. Reported procedure: The title compound is prepared in a manner substantially analogous to Procedure SS starting from (4-bromo-2-fluoro-phenyl)-(2-(S)-pyrrolidin-1-ylmethyl-pyrrolidin-1-yl)-methanone and 3-Cyanobenzene boronic acid. MS (M+H) 378.2 Reactants: O (water), COC=1C=C(C=CC1OC)C1=C(C(=NC2=CC(=C(C=C12)OC)OC)CC(=O)OCC)C(=O)OCC (ethyl 4-(3,4-dimethoxyphenyl)-6,7-dimethoxy-3-ethoxycarbonylquinoline-2-acetate), [H-].[Al+3].[Li+].[H-].[H-].[H-] (lithium aluminum hydride). Solvent: O1CCCC1 (tetrahydrofuran), O1CCCC1 (tetrahydrofuran). Run at temperature 0 celsius, time 1 hour. Product: COC=1C=C(C=CC1OC)C1=C(C(=NC2=CC(=C(C=C12)OC)OC)CCO)C(=O)OCC (ethyl 4-(3,4-dimethoxyphenyl)-2-(2-hydroxyethyl)-6,7-dimethoxyquinoline-3-carboxylate). Yield: 33.0%. Reaction SMILES: [CH3:1][O:2][C:3]1[CH:4]=[C:5]([C:11]2[C:20]3[C:15](=[CH:16][C:17]([O:23][CH3:24])=[C:18]([O:21][CH3:22])[CH:19]=3)[N:14]=[C:13]([CH2:25][C:26](OCC)=[O:27])[C:12]=2[C:31]([O:33][CH2:34][CH3:35])=[O:32])[CH:6]=[CH:7][C:8]=1[O:9][CH3:10].[H-].[Al+3].[Li+].[H-].[H-].[H-].O>O1CCCC1>[CH3:1][O:2][C:3]1[CH:4]=[C:5]([C:11]2[C:20]3[C:15](=[CH:16][C:17]([O:23][CH3:24])=[C:18]([O:21][CH3:22])[CH:19]=3)[N:14]=[C:13]([CH2:25][CH2:26][OH:27])[C:12]=2[C:31]([O:33][CH2:34][CH3:35])=[O:32])[CH:6]=[CH:7][C:8]=1[O:9][CH3:10] |f:1.2.3.4.5.6|. Procedure: A solution of ethyl 4-(3,4-dimethoxyphenyl)-6,7-dimethoxy-3-ethoxycarbonylquinoline-2-acetate (5.8 g) in tetrahydrofuran (100 ml) was added dropwise to a suspension of lithium aluminum hydride (0.455 g) in tetrahydrofuran (50 ml) at 0° C. The mixture was stirred at 0° C. for 1 hour, and then water (2.5 ml) was added dropwise, and the mixture was stirred for 30 minutes. The insoluble solids were separated by filtration, and the filtrate was concentrated under reduced pressure. The residue was sub...